From a dataset of the Open Reaction Database (ORD), a public repository of structured organic reaction records. describe an organic reaction: reactants, conditions, products, and yield Reactants: C(C)(C)OC1=C(C=C(C=CC=O)C=C1)OC (4-isopropoxy-3-methoxycinnamaldehyde), S1C(NC(C1)=O)=O (2,4-thiazolidinedione). Product: C(C)(C)OC1=C(C=C(C=CC=C2C(NC(S2)=O)=O)C=C1)OC (5-(4-isopropoxy-3-methoxycinnamylidene)-2,4-thiazolidinedione). Yield: 61.0%. RXN SMILES: [CH:1]([O:4][C:5]1[CH:14]=[CH:13][C:8]([CH:9]=[CH:10][CH:11]=O)=[CH:7][C:6]=1[O:15][CH3:16])([CH3:3])[CH3:2].[S:17]1[CH2:21][C:20](=[O:22])[NH:19][C:18]1=[O:23]>>[CH:1]([O:4][C:5]1[CH:14]=[CH:13][C:8]([CH:9]=[CH:10][CH:11]=[C:21]2[S:17][C:18](=[O:23])[NH:19][C:20]2=[O:22])=[CH:7][C:6]=1[O:15][CH3:16])([CH3:3])[CH3:2]. Procedure: According to the same manner as that described in Example 1, 4-isopropoxy-3-methoxycinnamaldehyde was condensed with 2,4-thiazolidinedione to give 5-(4-isopropoxy-3-methoxycinnamylidene)-2,4-thiazolidinedione (yield: 61%). This product was recrystallized from ethyl acetate-hexane. Yellow prisms, mp: 230-231° C. The reactants are [BH4-], CCOC(=O)c1c(-c2ccc(-c3ccccc3C=O)cc2)c(C#N)cn1C, CO, [Na+], O. The product is CCOC(=O)c1c(-c2ccc(-c3ccccc3CO)cc2)c(C#N)cn1C. RXN SMILES: [BH4-:1].[CH2:3]([CH3:4])[O:5][C:6](=[O:7])[c:8]1[n:9]([CH3:29])[cH:10][c:11]([C:27]#[N:28])[c:12]1-[c:13]1[cH:14][cH:15][c:16](-[c:19]2[c:20]([CH:25]=[O:26])[cH:21][cH:22][cH:23][cH:24]2)[cH:17][cH:18]1.[CH3:31][OH:32].[Na+:2].[OH2:30]>>[CH2:3]([CH3:4])[O:5][C:6](=[O:7])[c:8]1[n:9]([CH3:29])[cH:10][c:11]([C:27]#[N:28])[c:12]1-[c:13]1[cH:14][cH:15][c:16](-[c:19]2[c:20]([CH2:25][OH:26])[cH:21][cH:22][cH:23][cH:24]2)[cH:17][cH:18]1. Reactants: C([O-])([O-])=O.[Na+].[Na+] (sodium carbonate), C(CCCCCCCCCCCCC)(=O)Cl (myristoyl chloride), ice, subject compound, NCCCN1CCN(CC1)CCO (N-(3-aminopropyl)-N'-(2-hydroxyethyl)piperazine). The solvent is C(Cl)(Cl)Cl (chloroform). Conditions: time 2 hour. Product: OCCN1CCN(CC1)CCCNC(CCCCCCCCCCCCC)=O (4-Hydroxyethyl-N-tetradecanoyl-1-piperazinepropylamine). As a reaction SMILES: [C:1](Cl)(=[O:15])[CH2:2][CH2:3][CH2:4][CH2:5][CH2:6][CH2:7][CH2:8][CH2:9][CH2:10][CH2:11][CH2:12][CH2:13][CH3:14].[NH2:17][CH2:18][CH2:19][CH2:20][N:21]1[CH2:26][CH2:25][N:24]([CH2:27][CH2:28][OH:29])[CH2:23][CH2:22]1.C(=O)([O-])[O-].[Na+].[Na+]>C(Cl)(Cl)Cl>[OH:29][CH2:28][CH2:27][N:24]1[CH2:25][CH2:26][N:21]([CH2:20][CH2:19][CH2:18][NH:17][C:1](=[O:15])[CH2:2][CH2:3][CH2:4][CH2:5][CH2:6][CH2:7][CH2:8][CH2:9][CH2:10][CH2:11][CH2:12][CH2:13][CH3:14])[CH2:22][CH2:23]1 |f:2.3.4|. Reported procedure: A 50 mL chloroform solution of 6.21 g. (0.025 1 mol) of myristoyl chloride was added dropwise under argon to an ice cold 75 mL chloroform solution of 4.79 g. (0.0256 mol) of N-(3-aminopropyl)-N'-(2-hydroxyethyl)piperazine. After stirring for two hours, 100 mL of aqueous sodium carbonate was added and stirred for 30 minutes. The layers were separated and the chloroform layer was washed with aqueous sodium carbonate (2×125 mL) followed by water (2×75 mL). The chloroform layer was concentrated in v...